Dataset: the Open Reaction Database (ORD), a public repository of structured organic reaction records. Task: describe an organic reaction: reactants, conditions, products, and yield Reactants: NC=1N=NC(=CC1)C1=CC(=C(C=C1)OC(F)F)OC (3-amino-6-(4-difluoromethoxy-3-methoxyphenyl)pyridazine), OO (hydrogen peroxide). The solvent is C(C)(=O)O (acetic acid), ice, N (ammonia). The product is NC=1[N+](=NC(=CC1)C1=CC(=C(C=C1)OC(F)F)OC)[O-] (3-Amino-6-(4-difluoromethoxy-3-methoxyphenyl)pyridazine 2-oxide). The yield is 85.4%. Reaction SMILES: [NH2:1][C:2]1[N:3]=[N:4][C:5]([C:8]2[CH:13]=[CH:12][C:11]([O:14][CH:15]([F:17])[F:16])=[C:10]([O:18][CH3:19])[CH:9]=2)=[CH:6][CH:7]=1.[OH:20]O>C(O)(=O)C.N>[NH2:1][C:2]1[N+:3]([O-:20])=[N:4][C:5]([C:8]2[CH:13]=[CH:12][C:11]([O:14][CH:15]([F:16])[F:17])=[C:10]([O:18][CH3:19])[CH:9]=2)=[CH:6][CH:7]=1. Procedure details: 20.0 g (74.8 mmol) of 3-amino-6-(4-difluoromethoxy-3-methoxyphenyl)pyridazine are dissolved in 100 ml of glacial acetic acid and, while stirring, 30.6 ml (300 mmol) of 30% strength hydrogen peroxide are added, and the mixture is stirred at 80° C. for 2.5 h. The reaction solution is diluted with 1 kg of ice and 200 ml of concentrated ammonia solution, and the precipitate which has formed is collected on a suction funnel, washed first with water and then with ethanol and petroleum ether (b.p. 40°-... The reactants are FC1=CC=C(C=C1)C(=O)C1=NC2=CC=CC=C2C(=N1)NC1=NN=C(C1)C ((4-fluorophenyl)(4-(5-methyl-4H-pyrazol-3-ylamino)quinazolin-2-yl)methanone), [H][H] (hydrogen), (R)—P-Phos RuCl2, CC(C)(C)[O-].[K+].CC(C)(C)O (KOtBu tBuOH). Run in CC(C)O.O (i-PrOH H2O). Run at temperature 40 celsius, time 18 hour. Yields the product FC1=CC=C(C=C1)[C@H](O)C1=NC2=CC=CC=C2C(=N1)NC1=NNC(=C1)C ((S)-(4-fluorophenyl)(4-((5-methyl-1H-pyrazol-3-yl)amino)quinazolin-2-yl)methanol). Yield: 82.3%. Reaction SMILES: [F:1][C:2]1[CH:7]=[CH:6][C:5]([C:8]([C:10]2[N:19]=[C:18]([NH:20][C:21]3[CH2:25][C:24]([CH3:26])=[N:23][N:22]=3)[C:17]3[C:12](=[CH:13][CH:14]=[CH:15][CH:16]=3)[N:11]=2)=[O:9])=[CH:4][CH:3]=1.CC([O-])(C)C.[K+].CC(O)(C)C.[H][H]>CC(O)C.O>[F:1][C:2]1[CH:7]=[CH:6][C:5]([C@@H:8]([C:10]2[N:19]=[C:18]([NH:20][C:21]3[CH:25]=[C:24]([CH3:26])[NH:23][N:22]=3)[C:17]3[C:12](=[CH:13][CH:14]=[CH:15][CH:16]=3)[N:11]=2)[OH:9])=[CH:4][CH:3]=1 |f:1.2.3,5.6|. Reported procedure: A stirred mixture of (4-fluorophenyl)(4-(5-methyl-4H-pyrazol-3-ylamino)quinazolin-2-yl)methanone (16.66 g, 48 mmol) and [(R)—P-Phos RuCl2(R)-DAIPEN] (217 mg, 0.192 mmol) at room temperature was subjected to five cycles of pressurizing with nitrogen to 40 psi followed by depressurization. Then 1M KOtBu/tBuOH (576 μL, 0.0.576 mmol) in 9:1 i-PrOH/H2O (4 mL) was added and the mixture was subjected to five cycles of pressurizing with nitrogen to 40 psi followed by depressurization. The stirred mixtur... Reactants: acid chloride, O (Water), COC1=CC=C(C=C1)C1=NSC(=C1C)N (3-(4-methoxyphenyl)-4-methylisothiazol-5-ylamine), N1=CC=CC=C1 (pyridine), acid chloride, O (water). The solvent is C1CCOC1 (THF). Reaction conditions: time 1 hour. The product is COC1=CC=C(C=C1)C1=NSC(=C1C)NC(=O)[C@H]1[C@@H](C1)C ((R,R)—N-[3-(4-methoxyphenyl)-4-methylisothiazol-5-yl]-2-methylcyclopropanecarboxamide). As a reaction SMILES: [CH3:1][O:2][C:3]1[CH:8]=[CH:7][C:6]([C:9]2[C:13]([CH3:14])=[C:12]([NH2:15])[S:11][N:10]=2)=[CH:5][CH:4]=1.N1[CH:21]=[CH:20][CH:19]=[CH:18][CH:17]=1.[OH2:22]>C1COCC1>[CH3:1][O:2][C:3]1[CH:4]=[CH:5][C:6]([C:9]2[C:13]([CH3:14])=[C:12]([NH:15][C:17]([C@@H:18]3[CH2:19][C@H:20]3[CH3:21])=[O:22])[S:11][N:10]=2)=[CH:7][CH:8]=1. Procedure details: To a solution of 3-(4-methoxyphenyl)-4-methylisothiazol-5-ylamine (280 g, 1.00 equivalent) and pyridine (catalytic, 0.03 equivalent) in anhydrous THF (350 mL) is added the above acid chloride solution dropwise over 30 min at 6 to 13° C.; and the reaction mixture is stirred at room temperature 1 h. (The progress of the reaction may be followed by HPLC, and acid chloride addition terminated if monitoring indicates complete reaction of the amine.) Water (2.5 L) is added, the phases are separated an... The reactants are C(C)(=O)N1CCC2=CC(=CC(=C12)C(=O)N)CC(C)N(C(=O)OC(C)(C)C)CCOC1=C(C=CC=C1)OCC1=CC=CC=C1 (1-acetyl-5-[2-[N-tert-butoxycarbonyl-2-(2-benzyloxyphenoxy)ethylamino]propyl]indoline-7-carboxamide). The reagents and catalysts are [Pd] (palladium on carbon). Run in CO (methanol). Conditions: time 5 hour. Product: C(C)(=O)N1CCC2=CC(=CC(=C12)C(=O)N)CC(C)N(C(=O)OC(C)(C)C)CCOC1=C(C=CC=C1)O (1-acetyl-5-[2-[N-tert-butoxycarbonyl-2-(2-hydroxyphenoxy)ethylamino]propyl]indoline-7-carboxamide). The yield is 90.1%. RXN SMILES: [C:1]([N:4]1[C:12]2[C:7](=[CH:8][C:9]([CH2:16][CH:17]([N:19]([CH2:27][CH2:28][O:29][C:30]3[CH:35]=[CH:34][CH:33]=[CH:32][C:31]=3[O:36]CC3C=CC=CC=3)[C:20]([O:22][C:23]([CH3:26])([CH3:25])[CH3:24])=[O:21])[CH3:18])=[CH:10][C:11]=2[C:13]([NH2:15])=[O:14])[CH2:6][CH2:5]1)(=[O:3])[CH3:2]>CO.[Pd]>[C:1]([N:4]1[C:12]2[C:7](=[CH:8][C:9]([CH2:16][CH:17]([N:19]([CH2:27][CH2:28][O:29][C:30]3[CH:35]=[CH:34][CH:33]=[CH:32][C:31]=3[OH:36])[C:20]([O:22][C:23]([CH3:24])([CH3:26])[CH3:25])=[O:21])[CH3:18])=[CH:10][C:11]=2[C:13]([NH2:15])=[O:14])[CH2:6][CH2:5]1)(=[O:3])[CH3:2]. Procedure details: To a solution of 1-acetyl-5-[2-[N-tert-butoxycarbonyl-2-(2-benzyloxyphenoxy)ethylamino]propyl]indoline-7-carboxamide (358 mg) in methanol (6 ml) was added 10% palladium on carbon (35 mg), and the mixture was stirred under an atmosphere of hydrogen at room temperature for 5 hours. After the catalyst was filtered off, and the filtrate was concentrated to dryness to give 273 mg of 1-acetyl-5-[2-[N-tert-butoxycarbonyl-2-(2-hydroxyphenoxy)ethylamino]propyl]indoline-7-carboxamide as an amorphous powde...